From a dataset of the Open Reaction Database (ORD), a public repository of structured organic reaction records. describe an organic reaction: reactants, conditions, products, and yield Reactants: BrC1=NC=CC(=C1)C (2-bromo-4-methylpyridine), BrC1=NC=CC(=C1)C (2-bromo-4-methylpyridine), [Li+].CC(C)[N-]C(C)C (LDA), CON(C(C)=O)C (N-methoxy-N-methyl acetamide), O (H2O). The yield is 66.6%. Yields the product EtOAc-hexanes, BrC1=NC=CC(=C1)CC(C)=O (1-(2-Bromo-pyridin-4-yl)-propan-2-one). Procedure: To a stirred solution of 2-bromo-4-methylpyridine (Compound 15) (20.20 g, 117.4 mmol) in THF (250 mL) at −78° C. was added LDA (2.0 M THF/Hex, 70.5 mL, 141 mmol) dropwise over 10 min. The solution was stirred at −78° C. for 35 min. Then a solution of N-methoxy-N-methyl acetamide (14.5 g, 141 mmol) in THF (30 mL) was added dropwise over 10 min. After 15 min. at −78° C., the solution was warmed to 0° C. and stirred for 1 h. The solution was poured into H2O (250 mL), extracted with Et2O (3×250 mL),... Run in C1CCOC1 (THF), C1CCOC1 (THF). Run at temperature -78 celsius, time 35 minute. RXN SMILES: [Br:1][C:2]1[CH:7]=[C:6]([CH3:8])[CH:5]=[CH:4][N:3]=1.[Li+].CC([N-]C(C)C)C.CON(C)[C:20](=[O:22])[CH3:21].O>C1COCC1>[Br:1][C:2]1[CH:7]=[C:6]([CH2:8][C:20](=[O:22])[CH3:21])[CH:5]=[CH:4][N:3]=1 |f:1.2|. Reactants: C=1C=CC(=CC1)N2CCNCC2 (phenylpiperazine), CCN(C(C)C)C(C)C (DIPEA), ClC(=O)OC1=CC=C(C=C1)[N+](=O)[O-] (4-nitrophenyl chloroformate). The solvent is C(Cl)Cl (DCM). Run at temperature 0 celsius, time 30 minute. The product is C1(=CC=CC=C1)N1CCN(CC1)C(=O)OC1=CC=C(C=C1)[N+](=O)[O-] (4-nitrophenyl 4-phenylpiperazine-1-carboxylate). The yield is 102.4%. RXN SMILES: [CH:1]1[CH:2]=[CH:3][C:4]([N:7]2[CH2:12][CH2:11][NH:10][CH2:9][CH2:8]2)=[CH:5][CH:6]=1.CCN(C(C)C)C(C)C.Cl[C:23]([O:25][C:26]1[CH:31]=[CH:30][C:29]([N+:32]([O-:34])=[O:33])=[CH:28][CH:27]=1)=[O:24]>C(Cl)Cl>[C:4]1([N:7]2[CH2:8][CH2:9][N:10]([C:23]([O:25][C:26]3[CH:27]=[CH:28][C:29]([N+:32]([O-:34])=[O:33])=[CH:30][CH:31]=3)=[O:24])[CH2:11][CH2:12]2)[CH:3]=[CH:2][CH:1]=[CH:6][CH:5]=1. Procedure details: To a solution of phenylpiperazine (12.0 g, 74.0 mmol) and DIPEA (13.5 mL, 81.6 mmol) in DCM (70 mL) at 0° C. add 4-nitrophenyl chloroformate (16.5 g, 81.71 mmol). The reaction mixture was stirred for 30 minutes at 0° C. and then washed with saturated sodium hydrogen carbonate solution (3×200 mL), dried (MgSO4) and concentrated in vacuo to give a 4-nitrophenyl 4-phenylpiperazine-1-carboxylate (24.8 g, 102%) as a yellow solid which was used without further purification. Starting materials: CC(C)Cn1c(C(=O)O)c(-c2cccs2)c2cc(OCc3ccccc3)ccc2c1=O, CN(C)C=O, COCCOC, O=C(Cl)C(=O)Cl, Cl, C1CCOC1. Yields the product CC(C)Cn1c(CO)c(-c2cccs2)c2cc(OCc3ccccc3)ccc2c1=O. Reaction SMILES: [CH2:1]([c:2]1[cH:3][cH:4][cH:5][cH:6][cH:7]1)[O:8][c:9]1[cH:10][c:11]2[c:12](-[c:27]3[s:28][cH:29][cH:30][cH:31]3)[c:13]([C:24](=[O:25])[OH:26])[n:14]([CH2:20][CH:21]([CH3:22])[CH3:23])[c:15](=[O:19])[c:16]2[cH:17][cH:18]1.[CH3:38][N:39]([CH3:40])[CH:41]=[O:42].[CH3:49][O:50][CH2:51][CH2:52][O:53][CH3:54].[Cl:32][C:33]([C:34]([Cl:35])=[O:36])=[O:37].[ClH:43].[O:44]1[CH2:45][CH2:46][CH2:47][CH2:48]1>>[CH2:1]([c:2]1[cH:3][cH:4][cH:5][cH:6][cH:7]1)[O:8][c:9]1[cH:10][c:11]2[c:12](-[c:27]3[s:28][cH:29][cH:30][cH:31]3)[c:13]([CH2:24][OH:25])[n:14]([CH2:20][CH:21]([CH3:22])[CH3:23])[c:15](=[O:19])[c:16]2[cH:17][cH:18]1. Yield: 61.5%. Reactants: C(C)(=O)C1=CN(C2=CC=C(C=C2C1=O)C(=O)OCC)C (ethyl 3-acetyl-1-methyl-4-oxo-1,4-dihydroquinoline-6-carboxylate), ClC1=CC(=CC=C1)C(=O)OO (meta-chloroperbenzoic acid). Product: OC1=CN(C2=CC=C(C=C2C1=O)C(=O)OCC)C (ethyl 3-hydroxy-1-methyl-4-oxo-1,4-dihydroquinoline-6-carboxylate). Reaction conditions: time 1 hour. Run in ClCCl (dichloromethane). As a reaction SMILES: C([C:4]1[C:13](=[O:14])[C:12]2[C:7](=[CH:8][CH:9]=[C:10]([C:15]([O:17][CH2:18][CH3:19])=[O:16])[CH:11]=2)[N:6]([CH3:20])[CH:5]=1)(=O)C.ClC1C=CC=C(C(OO)=[O:29])C=1>ClCCl>[OH:29][C:4]1[C:13](=[O:14])[C:12]2[C:7](=[CH:8][CH:9]=[C:10]([C:15]([O:17][CH2:18][CH3:19])=[O:16])[CH:11]=2)[N:6]([CH3:20])[CH:5]=1. Procedure details: To a solution of ethyl 3-acetyl-1-methyl-4-oxo-1,4-dihydroquinoline-6-carboxylate (1.79 g, 6.55 mmol) in dichloromethane (40 ml) was added meta-chloroperbenzoic acid (2.2057 g, 9.84 mmol). The mixture was stirred at room temperature for 1 h, then concentrated under reduced pressure to roughly one half of the reaction volume. The resulting precipitate (O-acetate) was collected, added to methanol (20.0 ml), and heated at 65° C. overnight. After cooling, the reaction was filtered, and the precipita... Starting materials: [Cl-].C1(CCCCC1)C[NH2+]CCCl (N-cyclohexylmethyl-N-(2-chloroethyl)ammonium chloride), CC1=C(C=CC(=C1)[N+](=O)[O-])N=C=S (2-methyl-4-nitrophenyl isothiocyanate). The product is CC1=C(C=CC(=C1)[N+](=O)[O-])N=C1SCCN1CC1CCCCC1 (2-(2-methyl-4-nitrophenylimino)-3-(cyclohexylmethyl)-1,3-thiazolidine). As a reaction SMILES: [Cl-].[CH:2]1([CH2:8][NH2+:9][CH2:10][CH2:11]Cl)[CH2:7][CH2:6][CH2:5][CH2:4][CH2:3]1.[CH3:13][C:14]1[CH:19]=[C:18]([N+:20]([O-:22])=[O:21])[CH:17]=[CH:16][C:15]=1[N:23]=[C:24]=[S:25]>>[CH3:13][C:14]1[CH:19]=[C:18]([N+:20]([O-:22])=[O:21])[CH:17]=[CH:16][C:15]=1[N:23]=[C:24]1[N:9]([CH2:8][CH:2]2[CH2:7][CH2:6][CH2:5][CH2:4][CH2:3]2)[CH2:10][CH2:11][S:25]1 |f:0.1|. Procedure details: 2-Hydroxyethylamine was reacted with cyclohexylmethyl bromide according to Method B2a to give N-cyclohexylmethyl-N-(2-hydroxyethyl)amine. The alcohol was reacted with SOCl2 according to Method B7c to give N-cyclohexylmethyl-N-(2-chloroethyl)ammonium chloride. The chloroethylamine was reacted with 2-methyl-4-nitrophenyl isothiocyanate to give 2-(2-methyl-4-nitrophenylimino)-3-(cyclohexylmethyl)-1,3-thiazolidine. Starting materials: CCCCN1CCN(CCCC#N)CC1, CCOCC, ClCCl, Cc1ccccc1I. The product is CCCCN1CCN(CCCC(=O)c2ccccc2C)CC1. As a reaction SMILES: [CH2:9]([CH2:10][CH2:11][CH3:12])[N:13]1[CH2:14][CH2:15][N:16]([CH2:19][CH2:20][CH2:21][C:22]#[N:23])[CH2:17][CH2:18]1.[CH3:24][CH2:25][O:26][CH2:27][CH3:28].[Cl:29][CH2:30][Cl:31].[I:1][c:2]1[c:3]([CH3:8])[cH:4][cH:5][cH:6][cH:7]1>>[c:2]1([C:22]([CH2:21][CH2:20][CH2:19][N:16]2[CH2:15][CH2:14][N:13]([CH2:9][CH2:10][CH2:11][CH3:12])[CH2:18][CH2:17]2)=[O:26])[c:3]([CH3:8])[cH:4][cH:5][cH:6][cH:7]1.